From a dataset of the Open Reaction Database (ORD), a public repository of structured organic reaction records. describe an organic reaction: reactants, conditions, products, and yield The reactants are Cl.COC=1C=C(C=CC1)[C@@]12CCNC[C@@H]2CCC(C1)=O ((±)-trans-4a-(3-methoxyphenyl)-6-oxo-1,2,3,4,4a,5,6,7,8, 8a-decahydroisoquinoline hydrochloride), C(CCC)Br (butyl bromide), C([O-])([O-])=O.[K+].[K+] (potassium carbonate), [I-].[K+] (potassium iodide). The solvent is CN(C)C=O (DMF). The product is C(CCC)N1C[C@@H]2CCC(C[C@]2(CC1)C1=CC(=CC=C1)OC)=O ((±)-trans-2-Butyl-4a-(3-methoxyphenyl)-6-oxo-1,2,3,4,4a,5,6,7,8, 8a-decahydroisoquinoline). Isolated yield 24.9%. RXN SMILES: Cl.[CH3:2][O:3][C:4]1[CH:5]=[C:6]([C@@:10]23[CH2:19][C:18](=[O:20])[CH2:17][CH2:16][C@H:15]2[CH2:14][NH:13][CH2:12][CH2:11]3)[CH:7]=[CH:8][CH:9]=1.[CH2:21](Br)[CH2:22][CH2:23][CH3:24].C(=O)([O-])[O-].[K+].[K+].[I-].[K+]>CN(C=O)C>[CH2:21]([N:13]1[CH2:12][CH2:11][C@@:10]2([C:6]3[CH:7]=[CH:8][CH:9]=[C:4]([O:3][CH3:2])[CH:5]=3)[C@@H:15]([CH2:16][CH2:17][C:18](=[O:20])[CH2:19]2)[CH2:14]1)[CH2:22][CH2:23][CH3:24] |f:0.1,3.4.5,6.7|. Reported procedure: 0.71 g (2.55 mmol) of (±)-trans-4a-(3-methoxyphenyl)-6-oxo-1,2,3,4,4a,5,6,7,8, 8a-decahydroisoquinoline hydrochloride, 0.37 g (2.68 mmol) of butyl bromide, 0.53 g of potassium carbonate and a catalytical amount of potassium iodide in 15 ml of DMF were reacted as described in preparation 20, yielding 0.2 g of the title compound which was used as such in the subsequent step.